Dataset: the Open Reaction Database (ORD), a public repository of structured organic reaction records. Task: describe an organic reaction: reactants, conditions, products, and yield Starting materials: C(C=C)#N (acrylonitrile), C(CC)P(OCC)(=O)OCC (diethyl propanephosphonate). Solvent: C(CC)S (n-propylmercaptan). Product: C(C)OP(=O)(CCC#N)CCC (3-(Ethoxy-proplyphosphinyl)propionitrile). Yield: 94.4%. RXN SMILES: [C:1](#[N:4])[CH:2]=[CH2:3].[CH2:5]([P:8](OCC)(=[O:12])[O:9][CH2:10][CH3:11])[CH2:6][CH3:7]>C(S)CC>[CH2:10]([O:9][P:8]([CH2:5][CH2:6][CH3:7])([CH2:3][CH2:2][C:1]#[N:4])=[O:12])[CH3:11]. Procedure details: 53 g of acrylonitrile are added dropwise under nitrogen at a reaction temperature of 70° C. to a mixture of 160 g of diethyl propanephosphonate in 100 g of n-propylmercaptan in the course of 2 hours. After a further 3 hours the solvent (low-boiling solvent such as C3H7SC2H5 and excess C3H7SH) is removed by vacuum distillation; the crude product is obtained in a yield of 173 g with a 95.4% purity, which corresponds to a theoretical yield of 94.4%. The boiling point of the product is 117°-118° C. ...